Dataset: the Open Reaction Database (ORD), a public repository of structured organic reaction records. Task: describe an organic reaction: reactants, conditions, products, and yield The reactants are C(CCC)C1C(CC(C1=CC#CCCCC(=O)OC)=O)O (4-butyl-5-(6-methoxycarbonyl-2-hexynylidene)-3-hydroxycyclopentanone). Run in C(C)(=O)O (acetic acid), O1CCCC1 (tetrahydrofuran), O (water). Reaction conditions: temperature 50 celsius, time 18 hour. The product is C(CCC)C1C=CC(C1=CC#CCCCC(=O)OC)=O (4-butyl-5-(6-methoxycarbonyl-2-hexynylidene)-2-cyclopentenone). Isolated yield 47.0%. RXN SMILES: [CH2:1]([CH:5]1[C:9](=[CH:10][C:11]#[C:12][CH2:13][CH2:14][CH2:15][C:16]([O:18][CH3:19])=[O:17])[C:8](=[O:20])[CH2:7][CH:6]1O)[CH2:2][CH2:3][CH3:4]>C(O)(=O)C.O1CCCC1.O>[CH2:1]([CH:5]1[C:9](=[CH:10][C:11]#[C:12][CH2:13][CH2:14][CH2:15][C:16]([O:18][CH3:19])=[O:17])[C:8](=[O:20])[CH:7]=[CH:6]1)[CH2:2][CH2:3][CH3:4]. Reported procedure: 29 mg (0.1 mmole) of 4-butyl-5-(6-methoxycarbonyl-2-hexynylidene)-3-hydroxycyclopentanone was dissolved in a mixture of 1 ml of acetic acid, 0.5 ml of tetrahydrofuran and 0.5 ml of water and the solution was stirred at 50° C. for 18 hours in the same way as in Example 1. The reaction mixture was worked up and separated in the same way as in Example 7 to give 13 mg (0.047 mmole; 47% yield) of 4-butyl-5-(6-methoxycarbonyl-2-hexynylidene)-2-cyclopentenone. The resulting compound had the following s... The reactants are C1(CCCCC1)I, C(C(O)=O)(F)(F)F, c12c(c(ccn1)C)cccc2. Reagents/catalysts: c1ccc(cc1)-c2c3ccccc3cc4ccccc24 (9-Phenylanthracene), MnBr(CO)5. The solvent is CO (MeOH). Conditions: temperature 25 celsius, time 18 hour. Yields the product Cc1cc(nc2ccccc12)C3CCCCC3. Reaction SMILES: [CH3:1][c:2]1[c:11]([c:6]2[n:5][cH:4][cH:3]1)[cH:10][cH:9][cH:8][cH:7]2.I[CH:12]1[CH2:17][CH2:16][CH2:15][CH2:14][CH2:13]1.OC(C(F)(F)F)=O>>[CH3:1][c:2]1[c:11]([c:6]2[n:5][c:4]([CH:12]3[CH2:17][CH2:16][CH2:15][CH2:14][CH2:13]3)[cH:3]1)[cH:10][cH:9][cH:8][cH:7]2. Starting materials: C(#N)C1=NC(=C(C2=C1C(=NO2)C2=CC=C(C=C2)F)O)C(=O)OCC (Ethyl 4-cyano-3-(4-fluorophenyl)-7-hydroxyisoxazolo[4,5-c]pyridine-6-carboxylate), NCC(=O)O (glycine), C[O-].[Na+] (sodium methoxide), Cl (hydrochloric acid). Product: C(#N)C1=NC(=C(C2=C1C(=NO2)C2=CC=C(C=C2)F)O)C(=O)NCC(=O)O ({[4-Cyano-3-(4-fluoro-phenyl)-7-hydroxy-isoxazolo[4,5-c]pyridine-6-carbonyl]-amino}-acetic acid). Isolated yield 66.3%. Reaction SMILES: [C:1]([C:3]1[C:8]2[C:9]([C:12]3[CH:17]=[CH:16][C:15]([F:18])=[CH:14][CH:13]=3)=[N:10][O:11][C:7]=2[C:6]([OH:19])=[C:5]([C:20](OCC)=[O:21])[N:4]=1)#[N:2].[NH2:25][CH2:26][C:27]([OH:29])=[O:28].C[O-].[Na+].Cl>>[C:1]([C:3]1[C:8]2[C:9]([C:12]3[CH:13]=[CH:14][C:15]([F:18])=[CH:16][CH:17]=3)=[N:10][O:11][C:7]=2[C:6]([OH:19])=[C:5]([C:20]([NH:25][CH2:26][C:27]([OH:29])=[O:28])=[O:21])[N:4]=1)#[N:2] |f:2.3|. Reported procedure: Ethyl 4-cyano-3-(4-fluorophenyl)-7-hydroxyisoxazolo[4,5-c]pyridine-6-carboxylate (101 mg, 0.309 mmol) and glycine (468 mg, 6.18 mmol) were added to sodium methoxide solution (9.3 mL, 4.63 mmol, 0.5 M in MeOH) and the mixture was refluxed for 3 days. The mixture was cooled to room temperature and 0.25 M hydrochloric acid was added until pH was 3. The precipitate was isolated by filtration and dried under vacuum to give 73 mg of the title compound. MS: (−) m/z 355.31 (M−1). Conditions: time 0.5 hour. Yield: 66.2%. Starting materials: [OH-].[K+] (potassium hydroxide), O1CCC(CC1)CSC(C)=O (thioacetic acid S-(tetrahydro-pyran-4-ylmethyl) ester), BrC(C(=O)OCC)(C)C (ethyl α-bromoisobutyrate). Yields the product C(C)OC(C(C)(SCC1CCOCC1)C)=O (2-methyl-2-(tetrahydro-pyran-4-ylmethylsulfanyl)-propionic acid ethyl ester). Procedure details: A solution of 0.86 g (15.2 mmol) of potassium hydroxide in ethanol (78 mL, degassed and under nitrogen) was added to 0.81 g (4.66 mmol) of thioacetic acid S-(tetrahydro-pyran-4-ylmethyl) ester. The reaction was stirred at room temperature under nitrogen for 0.5 h. Then 2.1 mL (14.1 mmol) of ethyl α-bromoisobutyrate were added and the reaction stirred for 4 h. The resulting precipitate was removed by filtration and the filtrate concentrated under reduced pressure. The residue was dissolved in DCM... Reaction SMILES: [OH-].[K+].[O:3]1[CH2:8][CH2:7][CH:6]([CH2:9][S:10]C(=O)C)[CH2:5][CH2:4]1.Br[C:15]([CH3:22])([CH3:21])[C:16]([O:18][CH2:19][CH3:20])=[O:17]>C(O)C>[CH2:19]([O:18][C:16](=[O:17])[C:15]([CH3:22])([S:10][CH2:9][CH:6]1[CH2:7][CH2:8][O:3][CH2:4][CH2:5]1)[CH3:21])[CH3:20] |f:0.1|. The solvent is C(C)O (ethanol). The reactants are COc1ccc2c(c1)OCC(c1ccc(C(F)(F)F)cc1)C2c1ccc(OCCN2CCCC2)cc1, Cl, c1ccncc1. Yields the product Oc1ccc2c(c1)OCC(c1ccc(C(F)(F)F)cc1)C2c1ccc(OCCN2CCCC2)cc1. RXN SMILES: [CH3:1][O:2][c:3]1[cH:4][cH:5][c:6]2[c:11]([cH:12]1)[O:10][CH2:9][CH:8]([c:13]1[cH:14][cH:15][c:16]([C:19]([F:20])([F:21])[F:22])[cH:17][cH:18]1)[CH:7]2[c:23]1[cH:24][cH:25][c:26]([O:29][CH2:30][CH2:31][N:32]2[CH2:33][CH2:34][CH2:35][CH2:36]2)[cH:27][cH:28]1.[ClH:37].[n:38]1[cH:39][cH:40][cH:41][cH:42][cH:43]1>>[OH:2][c:3]1[cH:4][cH:5][c:6]2[c:11]([cH:12]1)[O:10][CH2:9][CH:8]([c:13]1[cH:14][cH:15][c:16]([C:19]([F:20])([F:21])[F:22])[cH:17][cH:18]1)[CH:7]2[c:23]1[cH:24][cH:25][c:26]([O:29][CH2:30][CH2:31][N:32]2[CH2:33][CH2:34][CH2:35][CH2:36]2)[cH:27][cH:28]1. The reactants are [Br-], Clc1ccc(CBr)cc1Cl, CC(C)c1nc2c([nH]1)CCC2=O, Cc1ccccc1, CCCC[N+](CCCC)(CCCC)CCCC, [Cl-], [NH4+], [Na+], [OH-]. Yields the product CC(C)c1nc2c(n1Cc1ccc(Cl)c(Cl)c1)C(=O)CC2. Reaction SMILES: [Br-:32].[Br:13][CH2:14][c:15]1[cH:16][c:17]([Cl:22])[c:18]([Cl:21])[cH:19][cH:20]1.[CH3:1][CH:2]([CH3:3])[c:4]1[n:5][c:6]2[c:7]([nH:8]1)[CH2:9][CH2:10][C:11]2=[O:12].[CH3:23][c:24]1[cH:25][cH:26][cH:27][cH:28][cH:29]1.[CH3:33][CH2:34][CH2:35][CH2:36][N+:37]([CH2:38][CH2:39][CH2:40][CH3:41])([CH2:42][CH2:43][CH2:44][CH3:45])[CH2:46][CH2:47][CH2:48][CH3:49].[Cl-:30].[NH4+:31].[Na+:51].[OH-:50]>>[CH3:1][CH:2]([CH3:3])[c:4]1[n:5]([CH2:14][c:15]2[cH:16][c:17]([Cl:22])[c:18]([Cl:21])[cH:19][cH:20]2)[c:6]2[c:7]([n:8]1)[CH2:9][CH2:10][C:11]2=[O:12].